This data is from the Open Reaction Database (ORD), a public repository of structured organic reaction records. The task is: describe an organic reaction: reactants, conditions, products, and yield The reactants are BrC=1C=CC=2N(C3=CC=C(C=C3SC2C1)Br)C (3,7-dibromo-10-methylphenothiazine), C1(=CC=CC=C1)B(O)O (phenylboronic acid), C([O-])([O-])=O.[K+].[K+] (potassium carbonate). The reagents and catalysts are Cl[Pd]([P](C1=CC=CC=C1)(C2=CC=CC=C2)C3=CC=CC=C3)([P](C4=CC=CC=C4)(C5=CC=CC=C5)C6=CC=CC=C6)Cl (bis(triphenylphosphine)palladium dichloride). The solvent is C(OC)COC (dimethoxyethane), O (water), C(Cl)(Cl)Cl (chloroform). Conditions: time 8 hour. Product: CN1C2=CC=C(C=C2SC=2C=C(C=CC12)C1=CC=CC=C1)C1=CC=CC=C1 (10-Methyl-3,7-diphenylphenothiazine). RXN SMILES: Br[C:2]1[CH:3]=[CH:4][C:5]2[N:6]([CH3:17])[C:7]3[C:12]([S:13][C:14]=2[CH:15]=1)=[CH:11][C:10](Br)=[CH:9][CH:8]=3.[C:18]1(B(O)O)[CH:23]=[CH:22][CH:21]=[CH:20][CH:19]=1.C(=O)([O-])[O-].[K+].[K+]>C(COC)OC.O.C(Cl)(Cl)Cl.Cl[Pd](Cl)([P](C1C=CC=CC=1)(C1C=CC=CC=1)C1C=CC=CC=1)[P](C1C=CC=CC=1)(C1C=CC=CC=1)C1C=CC=CC=1>[CH3:17][N:6]1[C:7]2[CH:8]=[CH:9][C:10]([C:18]3[CH:23]=[CH:22][CH:21]=[CH:20][CH:19]=3)=[CH:11][C:12]=2[S:13][C:14]2[C:5]1=[CH:4][CH:3]=[C:2]([C:2]1[CH:3]=[CH:4][CH:5]=[CH:14][CH:15]=1)[CH:15]=2 |f:2.3.4,^1:46,65|. Procedure details: 2.50 g (6.7 mmol) of 3,7-dibromo-10-methylphenothiazine (C. Bodea and M. Terdic, Acad. Rep. Rom. 1962, 13, 81-87), 1.85 g (14.9 mmol) of 98% phenylboronic acid, 0.11 g (0.14 mmol) of bis(triphenylphosphine)palladium dichloride and 1.03 g (7.4 mmol) of potassium carbonate were heated to boiling (75° C.) under reflux under nitrogen for 5 hours in 55 ml of dimethoxyethane and 28 ml of water. The reaction mixture was cooled to room temperature and stirred further overnight. The precipitate was filte...